From a dataset of the Open Reaction Database (ORD), a public repository of structured organic reaction records. describe an organic reaction: reactants, conditions, products, and yield The reactants are BrCC1=C(C=C(C=C1)F)F (1-bromomethyl-2,4-difluorobenzene), C(C)(C)(C)O (tert-butanol), COC(CC(CC)=O)=O (3-oxopentanoic acid methyl ester), CC(C)([O-])C.[K+] (potassium tert-butoxide). Solvent: O1CCCC1 (tetrahydrofuran), O1CCCC1 (tetrahydrofuran), O (water). Conditions: time 72 hour. Yields the product COC(C(C(CC)=O)CC1=C(C=C(C=C1)F)F)=O (2-(2,4-difluorobenzyl)-3-oxopentanoic Acid Methyl Ester). As a reaction SMILES: CC(C)([O-])C.[K+].C(O)(C)(C)C.[CH3:12][O:13][C:14](=[O:20])[CH2:15][C:16](=[O:19])[CH2:17][CH3:18].Br[CH2:22][C:23]1[CH:28]=[CH:27][C:26]([F:29])=[CH:25][C:24]=1[F:30]>O1CCCC1.O>[CH3:12][O:13][C:14](=[O:20])[CH:15]([CH2:22][C:23]1[CH:28]=[CH:27][C:26]([F:29])=[CH:25][C:24]=1[F:30])[C:16](=[O:19])[CH2:17][CH3:18] |f:0.1|. Reported procedure: A suspension of potassium tert-butoxide (3.2 g) in anhydrous tetrahydrofuran (40 mL) at 0° C. was treated with a mixture of tert-butanol (0.15 mL) and 3-oxopentanoic acid methyl ester (3.8 g). The mixture was warmed to room temperature over 30 minutes and then a solution of 1-bromomethyl-2,4-difluorobenzene (6.0 g) in tetrahydrofuran (10 mL) was added and the resulting mixture stirred at room temperature for 72 hours. The mixture was diluted with water (10 mL) and the tetrahydrofuran removed und...